This data is from the Open Reaction Database (ORD), a public repository of structured organic reaction records. The task is: describe an organic reaction: reactants, conditions, products, and yield Starting materials: Fc1ccc(OCCCCBr)cc1, Cc1ccccc1, c1ccc(P(c2ccccc2)c2ccccc2)cc1. Yields the product [Br-], Fc1ccc(OCCCC[P+](c2ccccc2)(c2ccccc2)c2ccccc2)cc1. Reaction SMILES: [Br:1][CH2:2][CH2:3][CH2:4][CH2:5][O:6][c:7]1[cH:8][cH:9][c:10]([F:13])[cH:11][cH:12]1.[CH3:33][c:34]1[cH:35][cH:36][cH:37][cH:38][cH:39]1.[c:14]1([P:20]([c:21]2[cH:22][cH:23][cH:24][cH:25][cH:26]2)[c:27]2[cH:28][cH:29][cH:30][cH:31][cH:32]2)[cH:15][cH:16][cH:17][cH:18][cH:19]1>>[Br-:1].[CH2:2]([CH2:3][CH2:4][CH2:5][O:6][c:7]1[cH:8][cH:9][c:10]([F:13])[cH:11][cH:12]1)[P+:20]([c:14]1[cH:15][cH:16][cH:17][cH:18][cH:19]1)([c:21]1[cH:22][cH:23][cH:24][cH:25][cH:26]1)[c:27]1[cH:28][cH:29][cH:30][cH:31][cH:32]1.